From a dataset of the Open Reaction Database (ORD), a public repository of structured organic reaction records. describe an organic reaction: reactants, conditions, products, and yield Starting materials: C(=O)(O)[O-].[Na+].[Cl-].[Na+].O (NaHCO3 brine), FC(C(=O)C=1C(=NC=CC1I)F)(F)F (2,2,2-trifluoro-1-(2-fluoro-4-iodo-3-pyridyl)ethanone), CCOC(=O)C (EtOAc), O.NN (Hydrazine monohydrate). Run in O1CCOCC1 (1,4-dioxane). Reaction conditions: temperature 90 celsius. Yields the product CC1=C2C(=NC=C1)NN=C2C(F)(F)F (4-methyl-3-(trifluoromethyl)-1H-pyrazolo[3,4-b]pyridine). Isolated yield 73.0%. RXN SMILES: [F:1][C:2]([F:14])([F:13])[C:3]([C:5]1[C:6](F)=[N:7][CH:8]=[CH:9][C:10]=1I)=O.O.[NH2:16][NH2:17].[CH3:18]COC(C)=O.C([O-])(O)=O.[Na+].[Cl-].[Na+].O>O1CCOCC1>[CH3:18][C:10]1[CH:9]=[CH:8][N:7]=[C:6]2[NH:16][N:17]=[C:3]([C:2]([F:14])([F:13])[F:1])[C:5]=12 |f:1.2,4.5.6.7.8|. Procedure details: 2,2,2-trifluoro-1-(2-fluoro-4-iodo-3-pyridyl)ethanone (40 g, 125.4 mmol) was dissolved in 1,4-dioxane (300 mL). Hydrazine monohydrate (18.83 g, 18.30 mL, 376.2 mmol) was added dropwise and the mixture heated to 90° C. for 90 minutes. The mixture was cooled and poured into EtOAc (800 ml) and 3:1 sat NaHCO3/brine (500 ml). The organic layer was separated and the aqueous extracted with EtOAc (3×50 ml). The combined organics were washed with brine (100 ml), dried (MgSO4), filtered and concentrated. ... The reactants are ClCCCOC1=C2C(C(NC2=C(C=C1)C)=O)(C)C (4-(3-chloropropoxy)-3,3,7-trimethyl-2,3-dihydro-1H-indol-2-one), N1=C(C=CC2=CC=CC=C12)CC1CCNCC1 (4-(2-quinolylmethyl)piperidine). Yields the product N1=C(C=CC2=CC=CC=C12)CC1CCN(CC1)CCCOC1=C2C(C(NC2=C(C=C1)C)=O)(C)C (4-[3-[4-(2-quinolylmethyl)piperidino]-propoxy]-3,3,7-trimethyl-2,3-dihydro-1H-indol-2-one). RXN SMILES: Cl[CH2:2][CH2:3][CH2:4][O:5][C:6]1[CH:14]=[CH:13][C:12]([CH3:15])=[C:11]2[C:7]=1[C:8]([CH3:18])([CH3:17])[C:9](=[O:16])[NH:10]2.[N:19]1[C:28]2[C:23](=[CH:24][CH:25]=[CH:26][CH:27]=2)[CH:22]=[CH:21][C:20]=1[CH2:29][CH:30]1[CH2:35][CH2:34][NH:33][CH2:32][CH2:31]1>>[N:19]1[C:28]2[C:23](=[CH:24][CH:25]=[CH:26][CH:27]=2)[CH:22]=[CH:21][C:20]=1[CH2:29][CH:30]1[CH2:31][CH2:32][N:33]([CH2:2][CH2:3][CH2:4][O:5][C:6]2[CH:14]=[CH:13][C:12]([CH3:15])=[C:11]3[C:7]=2[C:8]([CH3:18])([CH3:17])[C:9](=[O:16])[NH:10]3)[CH2:34][CH2:35]1. Procedure details: In a manner similar to that described in Example 1, 4-(3-chloropropoxy)-3,3,7-trimethyl-2,3-dihydro-1H-indol-2-one (268 mg) and 4-(2-quinolylmethyl)piperidine (226 mg) were processed, to thereby obtain the title compound as white powder. The reactants are CC(=O)O, CC(C)CC1CN(Cc2ccccc2)C(COCc2ccccc2)CN1C(=O)OC(C)(C)C, [H][H]. Yields the product CC(C)CC1CNC(COCc2ccccc2)CN1C(=O)OC(C)(C)C. As a reaction SMILES: [C:34]([OH:35])(=[O:36])[CH3:37].[CH2:1]([c:2]1[cH:3][cH:4][cH:5][cH:6][cH:7]1)[N:8]1[CH:9]([CH2:25][O:26][CH2:27][c:28]2[cH:29][cH:30][cH:31][cH:32][cH:33]2)[CH2:10][N:11]([C:18](=[O:19])[O:20][C:21]([CH3:22])([CH3:23])[CH3:24])[CH:12]([CH2:14][CH:15]([CH3:16])[CH3:17])[CH2:13]1.[H:38][H:39]>>[NH:8]1[CH:9]([CH2:25][O:26][CH2:27][c:28]2[cH:29][cH:30][cH:31][cH:32][cH:33]2)[CH2:10][N:11]([C:18](=[O:19])[O:20][C:21]([CH3:22])([CH3:23])[CH3:24])[CH:12]([CH2:14][CH:15]([CH3:16])[CH3:17])[CH2:13]1.